describe an organic reaction: reactants, conditions, products, and yield From a dataset of the Open Reaction Database (ORD), a public repository of structured organic reaction records. Reactants: NC1=NC2=CC=C(C=C2C(=C1C#N)NCC1=CC=CC=C1)N(C)C (2-amino-3-cyano-4-benzylamino-6-dimethylaminoquinoline), COC1=CC=C(C(=O)Cl)C=C1 (4-methoxybenzoyl chloride), ice water. Solvent: N1=CC=CC=C1 (pyridine). Yields the product COC1=CC=C(C(=O)N(C2=NC3=CC=C(C=C3C(=C2C#N)NCC2=CC=CC=C2)N(C)C)C(C2=CC=C(C=C2)OC)=O)C=C1 (4-Methoxy-N-(4-methoxybenzoyl)-N-(6-dimethylamino-4-benzylamino-3-cyanoquinolin-2-yl)benzamide). Reaction SMILES: [NH2:1][C:2]1[C:11]([C:12]#[N:13])=[C:10]([NH:14][CH2:15][C:16]2[CH:21]=[CH:20][CH:19]=[CH:18][CH:17]=2)[C:9]2[C:4](=[CH:5][CH:6]=[C:7]([N:22]([CH3:24])[CH3:23])[CH:8]=2)[N:3]=1.[CH3:25][O:26][C:27]1[CH:35]=[CH:34][C:30]([C:31](Cl)=[O:32])=[CH:29][CH:28]=1>N1C=CC=CC=1>[CH3:25][O:26][C:27]1[CH:35]=[CH:34][C:30]([C:31]([N:1]([C:31](=[O:32])[C:30]2[CH:34]=[CH:35][C:27]([O:26][CH3:25])=[CH:28][CH:29]=2)[C:2]2[C:11]([C:12]#[N:13])=[C:10]([NH:14][CH2:15][C:16]3[CH:17]=[CH:18][CH:19]=[CH:20][CH:21]=3)[C:9]3[C:4](=[CH:5][CH:6]=[C:7]([N:22]([CH3:24])[CH3:23])[CH:8]=3)[N:3]=2)=[O:32])=[CH:29][CH:28]=1. Procedure: To the solution of 0.4 g of 2-amino-3-cyano-4-benzylamino-6-dimethylaminoquinoline in 2 mL of pyridine, 0.4 mL of 4-methoxybenzoyl chloride is added under stirring and cooling. The reaction mixture is stirred at 80° C. for 8 hours, then poured onto 5 mL of ice-water. The precipitated material is filtered off, washed twice with 3 mL of water. After drying 0.53 g of the title compound is obtained, m.p.: 156° C. The product is O=S(=O)(c1cccc(-c2ccc3cnc(Nc4ccc5nc(CO)[nH]c5c4)nn23)c1)N1CCOCC1. As a reaction SMILES: [NH2:26][c:27]1[cH:28][cH:29][c:30]2[c:31]([nH:32][c:33]([CH2:35][OH:36])[n:34]2)[cH:37]1.[O:1]1[CH2:2][CH2:3][N:4]([S:7](=[O:8])(=[O:9])[c:10]2[cH:11][c:12](-[c:16]3[cH:17][cH:18][c:19]4[cH:20][n:21][c:22]([OH:25])[n:23][n:24]34)[cH:13][cH:14][cH:15]2)[CH2:5][CH2:6]1>>[O:1]1[CH2:2][CH2:3][N:4]([S:7](=[O:8])(=[O:9])[c:10]2[cH:11][c:12](-[c:16]3[cH:17][cH:18][c:19]4[cH:20][n:21][c:22]([NH:26][c:27]5[cH:28][cH:29][c:30]6[c:31]([nH:32][c:33]([CH2:35][OH:36])[n:34]6)[cH:37]5)[n:23][n:24]34)[cH:13][cH:14][cH:15]2)[CH2:5][CH2:6]1. The reactants are Nc1ccc2nc(CO)[nH]c2c1, O=S(=O)(c1cccc(-c2ccc3cnc(O)nn23)c1)N1CCOCC1. Reactants: C(=O)C=1C=C(OC(C(=O)OCC)(C)C)C=CC1 (ethyl 2-(3-formylphenoxy)-2-methylpropanoate), NC1=C(C=CC=C1)S (2-aminothiophenol), [OH-].[Na+] (NaOH). Run in CO (methanol). Run at time 22 hour. Yields the product S1C(=NC2=C1C=CC=C2)C=2C=C(OC(C(=O)O)(C)C)C=CC2 (2-(3-(benzo[d]thiazol-2-yl)phenoxy)-2-methylpropanoic acid). Isolated yield 67.7%. As a reaction SMILES: [CH:1]([C:3]1[CH:4]=[C:5]([CH:15]=[CH:16][CH:17]=1)[O:6][C:7]([CH3:14])([CH3:13])[C:8]([O:10]CC)=[O:9])=O.[NH2:18][C:19]1[CH:24]=[CH:23][CH:22]=[CH:21][C:20]=1[SH:25].[OH-].[Na+]>CO>[S:25]1[C:20]2[CH:21]=[CH:22][CH:23]=[CH:24][C:19]=2[N:18]=[C:1]1[C:3]1[CH:4]=[C:5]([CH:15]=[CH:16][CH:17]=1)[O:6][C:7]([CH3:13])([CH3:14])[C:8]([OH:10])=[O:9] |f:2.3|. Procedure details: In a methanol solvent, a solution including Compound 97b (1.0 eq.) and 2-aminothiophenol (1.0 eq.) was stirred at room temperature for 22 hours. After methanol was evaporated, the residual was purified by silica gel column chromatography using hexane and ethyl acetate (14:1) as a developer. The obtained product was dissolved with 1,4-dioxane, and then, 1 N NaOH (1.5 eq.) was added thereto. The reaction mixture was stirred at room temperature for 17 hours, and 1,4-dioxane was evaporated. The reac...